From a dataset of the Open Reaction Database (ORD), a public repository of structured organic reaction records. describe an organic reaction: reactants, conditions, products, and yield As a reaction SMILES: [CH:1]1([NH:7][CH2:8][CH2:9][C:10]2[CH:15]=[CH:14][N:13]=[CH:12][CH:11]=2)[CH2:6][CH2:5][CH2:4][CH2:3][CH2:2]1.[CH2:16]([S:20][CH2:21][C:22](O)=[O:23])[CH2:17][CH2:18][CH3:19].C1(N=C=NC2CCCCC2)CCCCC1>ClCCl>[N:13]1[CH:14]=[CH:15][C:10]([CH2:9][CH2:8][N:7]([CH:1]2[CH2:6][CH2:5][CH2:4][CH2:3][CH2:2]2)[C:22](=[O:23])[CH2:21][S:20][CH2:16][CH2:17][CH2:18][CH3:19])=[CH:11][CH:12]=1. Reactants: C1(CCCCC1)NCCC1=CC=NC=C1 (N-cyclohexyl-[2-(4-pyridyl)ethyl]amine), C(CCC)SCC(=O)O (α-(n-butylthio)acetic acid), C1(CCCCC1)N=C=NC1CCCCC1 (N,N'-dicyclohexylcarbodiimide). Reported procedure: N-[2-(4-pyridyl)ethyl]-N-cyclohexyl-α-(n-butylthio)acetamide was prepared by reacting 5.0 g. of N-cyclohexyl-[2-(4-pyridyl)ethyl]amine with 4.4 g. of α-(n-butylthio)acetic acid and 5.0 g. of N,N'-dicyclohexylcarbodiimide in 100 ml. of dichloromethane by the method of Example 2. Weight 2.57 g. Oil. Yields the product N1=CC=C(C=C1)CCN(C(CSCCCC)=O)C1CCCCC1 (N-[2-(4-pyridyl)ethyl]-N-cyclohexyl-α-(n-butylthio)acetamide). Solvent: ClCCl (dichloromethane). Reactants: Nc1cc(CCc2ccccc2)n[nH]1, CN1CCN(c2ccc(C(=O)O)cc2)CC1, CCN(C(C)C)C(C)C, O=C(Cl)C(=O)Cl, ClCCl, CN(C)C=O. Yields the product CN1CCN(c2ccc(C(=O)Nc3cc(CCc4ccccc4)n[nH]3)cc2)CC1. Reaction SMILES: [CH2:32]([CH2:33][c:34]1[cH:35][cH:36][cH:37][cH:38][cH:39]1)[c:40]1[cH:41][c:42]([NH2:45])[nH:43][n:44]1.[CH3:7][N:8]1[CH2:9][CH2:10][N:11]([c:14]2[cH:15][cH:16][c:17]([C:18](=[O:19])[OH:20])[cH:21][cH:22]2)[CH2:12][CH2:13]1.[CH:23]([N:24]([CH2:25][CH3:26])[CH:27]([CH3:28])[CH3:29])([CH3:30])[CH3:31].[Cl:1][C:2]([C:3]([Cl:4])=[O:5])=[O:6].[Cl:46][CH2:47][Cl:48].[O:49]=[CH:50][N:51]([CH3:52])[CH3:53]>>[CH3:7][N:8]1[CH2:9][CH2:10][N:11]([c:14]2[cH:15][cH:16][c:17]([C:18](=[O:20])[NH:45][c:42]3[cH:41][c:40]([CH2:32][CH2:33][c:34]4[cH:35][cH:36][cH:37][cH:38][cH:39]4)[n:44][nH:43]3)[cH:21][cH:22]2)[CH2:12][CH2:13]1. Reactants: C(C)(C)C1=C(C(=CC(=C1)C(C)C)C(C)C)S(=O)(=O)NN=C(CCN1CCCC1)C1=CC=CC=C1 (β-(1-pyrrolidinyl)propiophenone 2,4,6-triisopropylbenzenesulphonylhydrazone), C(C1=CC=CC=C1)=O (benzaldehyde). Product: C1(CCCCC1)C(C(=CCN(C)C)C1=CC=CC=C1)O (1-cyclohexyl-4-dimethylamino-2-phenyl-2-buten-1-ol). RXN SMILES: C(C1C=C(C(C)C)C=C(C(C)C)C=1S(NN=[C:21]([C:29]1[CH:34]=[CH:33][CH:32]=[CH:31][CH:30]=1)[CH2:22][CH2:23][N:24]1[CH2:28]CC[CH2:25]1)(=O)=O)(C)C.[CH:35](=[O:42])[C:36]1[CH:41]=[CH:40][CH:39]=[CH:38][CH:37]=1>>[CH:36]1([CH:35]([OH:42])[C:21]([C:29]2[CH:30]=[CH:31][CH:32]=[CH:33][CH:34]=2)=[CH:22][CH2:23][N:24]([CH3:25])[CH3:28])[CH2:41][CH2:40][CH2:39][CH2:38][CH2:37]1. Procedure details: By using a method similar to that described in Example 22, but starting from β-(1-pyrrolidinyl)propiophenone 2,4,6-triisopropylbenzenesulphonylhydrazone (20 g), and benzaldehyde (4.6 cc), 1,2-diphenyl-4-(1-pyrrolidinyl)-2-buten-1-ol (Z) hydrochloride (9.9 g) is obtained, after recrystallisation from a mixture of 2-propanol and isopropyl ether (40/60 by volume), in the form of white crystals melting at 106° C. Starting materials: [C@@H]1(C[C@H](O)[C@@H](CO)O1)N1C=NC=2C(=O)NC(N)=NC12 (deoxyguanosine), N (ammonia), FC(C(=O)OC(C(F)(F)F)=O)(F)F (trifluoroacetic anhydride). Solvent: N1=CC=CC=C1 (pyridine), N1=CC=CC=C1 (pyridine). Product: NC1=NC(=C2N=CN(C2=N1)C1C[C@H](O)[C@H](O1)CO)N (2,6-diamino-9-(2-deoxy-D-erythro-pentofuranosyl)purine). Yield: 34.0%. As a reaction SMILES: [C@@H:1]1([N:9]2[C:19]3[N:18]=[C:16]([NH2:17])[NH:15][C:13](=O)[C:12]=3[N:11]=[CH:10]2)[O:8][C@H:5]([CH2:6][OH:7])[C@@H:3]([OH:4])[CH2:2]1.FC(F)(F)C(OC(=O)C(F)(F)F)=O.[NH3:33]>N1C=CC=CC=1>[NH2:17][C:16]1[N:18]=[C:19]2[C:12]([N:11]=[CH:10][N:9]2[CH:1]2[O:8][C@H:5]([CH2:6][OH:7])[C@@H:3]([OH:4])[CH2:2]2)=[C:13]([NH2:33])[N:15]=1. Procedure details: To 2 mmol of deoxyguanosine, dried by evaporation of pyridine and suspended in 20 mL of dry pyridine was added dropwise 2.3 mL (16 mmol) of trifluoroacetic anhydride, with cooling in an ice bath. After ten minutes 20 mL of cold, concentrated aqueous ammonia was added. After a further 11/2 hours the mixture was evaporated to dryness, the residue dissolved in water and the solution filtered through a 100 mL portion of Bio Rad AG 1-X2, hydroxide from resin to remove colored impurities. The resin wa... Starting materials: CCOC(C)=O, CCOC(=O)C(C)N, CCCCCC, CCCCCC, ClCC=CCCl, ClCCl. Product: CCOC(=O)C(C)N1CC=CC1. Reaction SMILES: [C:24]([O:25][CH2:26][CH3:27])(=[O:28])[CH3:29].[CH2:1]([CH3:2])[O:3][C:4]([CH:5]([NH2:6])[CH3:7])=[O:8].[CH3:18][CH2:19][CH2:20][CH2:21][CH2:22][CH3:23].[CH3:30][CH2:31][CH2:32][CH2:33][CH2:34][CH3:35].[Cl:12][CH2:13][CH:14]=[CH:15][CH2:16][Cl:17].[Cl:9][CH2:10][Cl:11]>>[CH2:1]([CH3:2])[O:3][C:4]([CH:5]([N:6]1[CH2:13][CH:14]=[CH:15][CH2:16]1)[CH3:7])=[O:8]. Reactants: FC=1C=C(C(=O)NC2=CC=C(C3=CC=CC=C23)OC2=NC(=NC=C2)SC)C=C(C1)N1CCC(CC1)C (3-fluoro-5-(4-methylpiperidin-1-yl)-N-(4-{[2-(methylthio)pyrimidin-4-yl]oxy}-1-naphthyl)benzamide), C1(CCCC1)N (cyclopentylamine), solid. Yields the product C1(CCCC1)NC1=NC=CC(=N1)OC1=CC=C(C2=CC=CC=C12)NC(C1=CC(=CC(=C1)N1CCC(CC1)C)F)=O (N-(4-{[2-(Cyclopentylamino)pyrimidin-4-yl]oxy}-1-naphthyl)-3-fluoro-5-(4-methylpiperidin-1-yl)benzamide). Reaction SMILES: [F:1][C:2]1[CH:3]=[C:4]([CH:27]=[C:28]([N:30]2[CH2:35][CH2:34][CH:33]([CH3:36])[CH2:32][CH2:31]2)[CH:29]=1)[C:5]([NH:7][C:8]1[C:17]2[C:12](=[CH:13][CH:14]=[CH:15][CH:16]=2)[C:11]([O:18][C:19]2[CH:24]=[CH:23][N:22]=[C:21](SC)[N:20]=2)=[CH:10][CH:9]=1)=[O:6].[CH:37]1([NH2:42])[CH2:41][CH2:40][CH2:39][CH2:38]1>>[CH:37]1([NH:42][C:21]2[N:20]=[C:19]([O:18][C:11]3[C:12]4[C:17](=[CH:16][CH:15]=[CH:14][CH:13]=4)[C:8]([NH:7][C:5](=[O:6])[C:4]4[CH:27]=[C:28]([N:30]5[CH2:35][CH2:34][CH:33]([CH3:36])[CH2:32][CH2:31]5)[CH:29]=[C:2]([F:1])[CH:3]=4)=[CH:9][CH:10]=3)[CH:24]=[CH:23][N:22]=2)[CH2:41][CH2:40][CH2:39][CH2:38]1. Procedure: Compound is prepared from 3-fluoro-5-(4-methylpiperidin-1-yl)-N-(4-{[2-(methylthio)pyrimidin-4-yl]oxy}-1-naphthyl)benzamide (0.2 mmol) and cyclopentylamine (10 mmol) according to conditions described in Step 4 of Example 3 and general procedure C. A yellow solid (13 mg); Mp: 88-90° C.; 1H NMR (300 MHz, CDCl3) δ 0.98 (d, J=6.6 Hz, 3H), 1.23-1.87 (m, 13H), 2.77-2.85 (m, 2H), 3.76 (d, J=12.3 Hz, 2H), 4.08-4.15 (m, 1H), 5.15 (bs, 1H), 6.04 (s, 1H), 6.76 (d, J=12.3 Hz, 1H), 6.98 (d, J=8.4 Hz, 1H), 7.... Starting materials: Cc1ccccc1, OC1(c2ccc3c(c2)OCO3)CCC2(CC1)OCCO2. Product: C1=C(c2ccc3c(c2)OCO3)CCC2(C1)OCCO2. Reaction SMILES: [CH3:21][c:22]1[cH:23][cH:24][cH:25][cH:26][cH:27]1.[O:1]1[CH2:2][O:3][c:4]2[c:5]1[cH:6][cH:7][c:8]([C:10]1([OH:20])[CH2:11][CH2:12][C:13]3([O:14][CH2:15][CH2:16][O:17]3)[CH2:18][CH2:19]1)[cH:9]2>>[O:1]1[CH2:2][O:3][c:4]2[c:5]1[cH:6][cH:7][c:8]([C:10]1=[CH:11][CH2:12][C:13]3([O:14][CH2:15][CH2:16][O:17]3)[CH2:18][CH2:19]1)[cH:9]2.